This data is from the Open Reaction Database (ORD), a public repository of structured organic reaction records. The task is: describe an organic reaction: reactants, conditions, products, and yield Starting materials: COC(=O)c1ccc(OCCCNC(=O)OC(C)(C)C)cc1OC, CO, [Na+], [OH-], O=C(O)CC(O)(CC(=O)O)C(=O)O. Yields the product COc1cc(OCCCNC(=O)OC(C)(C)C)ccc1C(=O)O. As a reaction SMILES: [CH3:1][O:2][C:3]([c:4]1[c:5]([O:22][CH3:23])[cH:6][c:7]([O:10][CH2:11][CH2:12][CH2:13][NH:14][C:15](=[O:16])[O:17][C:18]([CH3:19])([CH3:20])[CH3:21])[cH:8][cH:9]1)=[O:24].[CH3:40][OH:41].[Na+:26].[OH-:25].[OH:27][C:28]([CH2:29][C:30]([C:31](=[O:32])[OH:33])([CH2:34][C:35](=[O:36])[OH:37])[OH:38])=[O:39]>>[O:2]=[C:3]([c:4]1[c:5]([O:22][CH3:23])[cH:6][c:7]([O:10][CH2:11][CH2:12][CH2:13][NH:14][C:15](=[O:16])[O:17][C:18]([CH3:19])([CH3:20])[CH3:21])[cH:8][cH:9]1)[OH:24]. Reactants: CCOCC, CCO, CCOC(=O)COc1cc2cc(C(O)CC)sc2c(Cl)c1Cl, Cl, [Na+], [OH-], O. Yields the product CCC(O)c1cc2cc(OCC(=O)O)c(Cl)c(Cl)c2s1. RXN SMILES: [CH2:30]([O:31][CH2:32][CH3:33])[CH3:34].[CH3:26][CH2:27][OH:28].[Cl:1][c:2]1[c:3]([O:16][CH2:17][C:18](=[O:19])[O:20][CH2:21][CH3:22])[cH:4][c:5]2[c:6]([s:7][c:8]([CH:10]([CH2:11][CH3:12])[OH:13])[cH:9]2)[c:14]1[Cl:15].[ClH:25].[Na+:24].[OH-:23].[OH2:29]>>[Cl:1][c:2]1[c:3]([O:16][CH2:17][C:18](=[O:19])[OH:20])[cH:4][c:5]2[c:6]([s:7][c:8]([CH:10]([CH2:11][CH3:12])[OH:13])[cH:9]2)[c:14]1[Cl:15]. Starting materials: O[C@H]1[C@@H]([C@H](C(C1)=O)CCCCCCC(=O)O)CCC(C(CCC(C)C)(F)F)=O (7-[(1R,2R,3R)-3-hydroxy-2-(4,4-difluoro-7-methyl-3-oxooctyl)-5-oxocyclopentyl]heptanoic acid), C(C)(=O)O (acetic acid). Conditions: temperature 70 celsius. The product is FC(C(CC[C@@]1(CC=CC1=O)[C@H](C(=O)O)CCCCC)=O)(CCC(C)C)F ((1R,2R)-2-{(4,4-difluoro-7-methyl-3-oxooctyl}-5-oxocyclopent-3-enyl]heptanoic acid). As a reaction SMILES: [OH:1][C@@H:2]1[CH2:6][C:5](=O)[C@H:4](CCCCCCC(O)=O)[C@H:3]1[CH2:17][CH2:18][C:19](=[O:28])[C:20]([F:27])([F:26])[CH2:21][CH2:22][CH:23]([CH3:25])[CH3:24].[C:29]([OH:32])(=[O:31])[CH3:30]>>[F:27][C:20]([F:26])([CH2:21][CH2:22][CH:23]([CH3:24])[CH3:25])[C:19](=[O:28])[CH2:18][CH2:17][C@@:3]1([C@@H:30]([CH2:4][CH2:3][CH2:2][CH2:6][CH3:5])[C:29]([OH:32])=[O:31])[C:2](=[O:1])[CH:6]=[CH:5][CH2:4]1. Reported procedure: An acetic acid (10 ml) solution of 7-[(1R,2R,3R)-3-hydroxy-2-(4,4-difluoro-7-methyl-3-oxooctyl)-5-oxocyclopentyl]heptanoic acid (6-1) (0.533 g) prepared as described in Example 2 was heated overnight at 70° C. The crude product obtained after the usual work up was chromatographed on silica gel eluted with a mixed solvent of dichloromethane and methanol (20/1) to yield the compound (6-2). Reactants: CCOC(=O)c1cnc2c(cnn2CC)c1N(C)C1CCOCC1, CCO, [Na+], [OH-]. Product: CCn1ncc2c(N(C)C3CCOCC3)c(C(=O)O)cnc21. As a reaction SMILES: [CH2:3]([CH3:4])[n:5]1[n:6][cH:7][c:8]2[c:9]1[n:10][cH:11][c:12]([C:22](=[O:23])[O:24][CH2:25][CH3:26])[c:13]2[N:14]([CH:15]1[CH2:16][CH2:17][O:18][CH2:19][CH2:20]1)[CH3:21].[CH3:27][CH2:28][OH:29].[Na+:2].[OH-:1]>>[CH2:3]([CH3:4])[n:5]1[n:6][cH:7][c:8]2[c:9]1[n:10][cH:11][c:12]([C:22](=[O:23])[OH:24])[c:13]2[N:14]([CH:15]1[CH2:16][CH2:17][O:18][CH2:19][CH2:20]1)[CH3:21]. Reactants: C=C(c1cccc(-c2ccccc2)n1)c1ccccc1OCc1ccccc1, CCO, [H][H]. Product: CC(c1cccc(-c2ccccc2)n1)c1ccccc1OCc1ccccc1. As a reaction SMILES: [CH2:1]([c:2]1[cH:3][cH:4][cH:5][cH:6][cH:7]1)[O:8][c:9]1[c:10]([C:15](=[CH2:16])[c:17]2[n:18][c:19](-[c:23]3[cH:24][cH:25][cH:26][cH:27][cH:28]3)[cH:20][cH:21][cH:22]2)[cH:11][cH:12][cH:13][cH:14]1.[CH3:31][CH2:32][OH:33].[H:29][H:30]>>[CH2:1]([c:2]1[cH:3][cH:4][cH:5][cH:6][cH:7]1)[O:8][c:9]1[c:10]([CH:15]([CH3:16])[c:17]2[n:18][c:19](-[c:23]3[cH:24][cH:25][cH:26][cH:27][cH:28]3)[cH:20][cH:21][cH:22]2)[cH:11][cH:12][cH:13][cH:14]1. Reagents/catalysts: [Pd] (Pd/C). The reactants are base, FC=1C=C(C=CC1)C(O)(C1CCN(CC1)CC1=CC=CC=C1)C1=CC(=CC=C1)F (α,α-bis(3-fluorophenyl)-1-(phenylmethyl)-4-piperidinemethanol). Run in C(C)O (ethanol). Isolated yield 92.0%. Reaction SMILES: [F:1][C:2]1[CH:3]=[C:4]([C:8]([C:23]2[CH:28]=[CH:27][CH:26]=[C:25]([F:29])[CH:24]=2)([CH:10]2[CH2:15][CH2:14][N:13](CC3C=CC=CC=3)[CH2:12][CH2:11]2)[OH:9])[CH:5]=[CH:6][CH:7]=1>C(O)C.[Pd]>[F:1][C:2]1[CH:3]=[C:4]([C:8]([C:23]2[CH:28]=[CH:27][CH:26]=[C:25]([F:29])[CH:24]=2)([CH:10]2[CH2:15][CH2:14][NH:13][CH2:12][CH2:11]2)[OH:9])[CH:5]=[CH:6][CH:7]=1. Product: FC=1C=C(C=CC1)C(O)(C1CCNCC1)C1=CC(=CC=C1)F (α,α-Bis(3-fluorophenyl)-4-piperidinemethanol). Reported procedure: A solution of 39.3 g (0.1 mol) of the base of α,α-bis(3-fluorophenyl)-1-(phenylmethyl)-4-piperidinemethanol in 750 ml of absolute ethanol was hydrogenated over 1 tsp of 5% Pd/C in a Parr apparatus at 50 psi and 60° C. for 3.5 days. The mixture was cooled and filtered through Celite®. The filtrate was concentrated, and the residue was dissolved in ethyl ether and filtered through cotton to remove some insoluble material. The filtrate was concentrated to give a gum which crystallized when triturat... Starting materials: C(C)(C)(C)OC(=O)N1CC(NCC1)=O (4-(tert-Butyloxycarbonyl)-piperazin-2-one), C(C=C)Br (allyl bromide). The solvent is C1CCOC1 (THF). Yields the product C(C=C)N1C(CN(CC1)C(=O)OC(C)(C)C)=O (1-Allyl-4-(tert-butyloxycarbonyl)-piperazin-2-one). Isolated yield 76.0%. Reaction SMILES: [C:1]([O:5][C:6]([N:8]1[CH2:13][CH2:12][NH:11][C:10](=[O:14])[CH2:9]1)=[O:7])([CH3:4])([CH3:3])[CH3:2].[CH2:15](Br)[CH:16]=[CH2:17]>C1COCC1>[CH2:17]([N:11]1[CH2:12][CH2:13][N:8]([C:6]([O:5][C:1]([CH3:4])([CH3:2])[CH3:3])=[O:7])[CH2:9][C:10]1=[O:14])[CH:16]=[CH2:15]. Reported procedure: 4-(tert-Butyloxycarbonyl)-piperazin-2-one (1.0 g, 5.0 mmol), EXAMPLE 40, is alkylated with allyl bromide (0.48 ml, 5.5 mmol) in THF (20 ml) using the procedure described in Example 92, Part A. The title compound (0.92 g, 3.8 mmol) is obtained as a colorless liquid after chromatographed (50% ethyl acetate/hexane). EI MS m/z 240 (M+); 1H NMR (CDCl3, 300 MHz) δ5.80-5.68 (m, 1H), 5.23-5.15 (m, 2H), 4.09 (s, 2H), 4.03 (d, 2H), 3.63 (t, 2H), 3,30 (t, 2H), 1.45 (s, 9H).